This data is from the Open Reaction Database (ORD), a public repository of structured organic reaction records. The task is: describe an organic reaction: reactants, conditions, products, and yield Starting materials: CO, O=C1CN(C(=O)Oc2ccccc2)Cc2cc(F)c(F)cc2N1. Yields the product O=C1CNCc2cc(F)c(F)cc2N1. RXN SMILES: [CH3:24][OH:25].[c:1]1([O:2][C:3](=[O:4])[N:10]2[CH2:11][C:12](=[O:23])[NH:13][c:14]3[c:15]([cH:17][c:18]([F:22])[c:19]([F:21])[cH:20]3)[CH2:16]2)[cH:5][cH:6][cH:7][cH:8][cH:9]1>>[NH:10]1[CH2:11][C:12](=[O:23])[NH:13][c:14]2[c:15]([cH:17][c:18]([F:22])[c:19]([F:21])[cH:20]2)[CH2:16]1. The reactants are COC(=O)C(N)CC(C)C, Cl, O=C1CCN(c2ccc(C(=O)O)cc2)CC1. The product is COC(=O)C(CC(C)C)NC(=O)c1ccc(N2CCC(=O)CC2)cc1. RXN SMILES: [CH3:18][O:19][C:20]([CH:21]([NH2:22])[CH2:23][CH:24]([CH3:25])[CH3:26])=[O:27].[ClH:17].[O:1]=[C:2]1[CH2:3][CH2:4][N:5]([c:8]2[cH:9][cH:10][c:11]([C:12](=[O:13])[OH:14])[cH:15][cH:16]2)[CH2:6][CH2:7]1>>[O:1]=[C:2]1[CH2:3][CH2:4][N:5]([c:8]2[cH:9][cH:10][c:11]([C:12](=[O:14])[NH:22][CH:21]([C:20]([O:19][CH3:18])=[O:27])[CH2:23][CH:24]([CH3:25])[CH3:26])[cH:15][cH:16]2)[CH2:6][CH2:7]1. The reactants are NC(=O)OCc1ccccc1, ClCCl, O=C(OO)c1cccc(Cl)c1, C1=CCNC1, [Na+], [Na+], [OH-], O=S([O-])O. Product: NC(=O)OCc1ccccc1, C1NCC2OC12. As a reaction SMILES: [C:1]([NH2:2])([O:3][CH2:4][c:5]1[cH:6][cH:7][cH:8][cH:9][cH:10]1)=[O:11].[CH2:35]([Cl:36])[Cl:37].[Cl:17][c:18]1[cH:19][cH:20][cH:21][c:22]([C:23]([O:24][OH:26])=[O:25])[cH:27]1.[NH:12]1[CH2:13][CH:14]=[CH:15][CH2:16]1.[Na+:32].[Na+:34].[OH-:33].[S:28](=[O:29])([OH:30])[O-:31]>>[C:1]([NH2:2])([O:3][CH2:4][c:5]1[cH:6][cH:7][cH:8][cH:9][cH:10]1)=[O:11].[NH:12]1[CH2:13][CH:14]2[CH:15]([CH2:16]1)[O:25]2. Starting materials: COC1=C(C(=C(C=C1OCOC)OC)OCOC)CCCCCC1=C(C(=CC(=C1OCOC)OC)OCOC)OC (2,2'-pentamethylenebis[1,4-dimethoxy-3,6-bis(methoxymethoxy)benzene]), IN1C(CCC1=O)=O (N-iodosuccinimide), CN(CCN(C)C)C (N,N,N',N'-tetramethylethylenediamine), C(CCC)[Li] (n-butyllithium). Solvent: O1CCCC1 (tetrahydrofuran), CN(P(N(C)C)(N(C)C)=O)C (hexamethylphosphoric triamide), O1CCCC1 (tetrahydrofuran). Conditions: temperature -78 celsius, time 30 minute. Yields the product COC1=C(C(=C(C=C1OCOC)OC)OCOC)CCCCCC1=C(C(=C(C(=C1OCOC)OC)I)OCOC)OC (1-[2,5-dimethoxy-3,6-bis(methoxymethoxy)phenyl]-5-[2,5-dimethoxy-3,6-bis(methoxymethoxy)-4-iodophenyl]pentane). RXN SMILES: [CH3:1][O:2][C:3]1[C:8]([O:9][CH2:10][O:11][CH3:12])=[CH:7][C:6]([O:13][CH3:14])=[C:5]([O:15][CH2:16][O:17][CH3:18])[C:4]=1[CH2:19][CH2:20][CH2:21][CH2:22][CH2:23][C:24]1[C:29]([O:30][CH2:31][O:32][CH3:33])=[C:28]([O:34][CH3:35])[CH:27]=[C:26]([O:36][CH2:37][O:38][CH3:39])[C:25]=1[O:40][CH3:41].CN(C)CCN(C)C.C([Li])CCC.[I:55]N1C(=O)CCC1=O>O1CCCC1.CN(C)P(=O)(N(C)C)N(C)C>[CH3:41][O:40][C:25]1[C:26]([O:36][CH2:37][O:38][CH3:39])=[CH:27][C:28]([O:34][CH3:35])=[C:29]([O:30][CH2:31][O:32][CH3:33])[C:24]=1[CH2:23][CH2:22][CH2:21][CH2:20][CH2:19][C:4]1[C:5]([O:15][CH2:16][O:17][CH3:18])=[C:6]([O:13][CH3:14])[C:7]([I:55])=[C:8]([O:9][CH2:10][O:11][CH3:12])[C:3]=1[O:2][CH3:1]. Procedure details: 1.53 Grams of 2,2'-pentamethylenebis[1,4-dimethoxy-3,6-bis(methoxymethoxy)benzene] was dissolved in a mixed solvent of 40 ml of tetrahydrofuran with 4 ml of hexamethylphosphoric triamide, to this solution was added 0.79 ml of N,N,N',N'-tetramethylethylenediamine, then this mixture was cooled to -78° C. on a dry ice-acetone mixture bath. 3.49 Milliliters of n-butyllithium (1.6 M, n-hexane solution) was added dropwise to the reaction mixture and stirred for 30 minutes. Next, 15 ml of tetrahydrofur... Starting materials: CO, NC1CC1, Clc1cc(-n2ccnc2Cl)ncn1. The product is Clc1nccn1-c1cc(NC2CC2)ncn1. As a reaction SMILES: [CH3:18][OH:19].[CH:14]1([NH2:17])[CH2:15][CH2:16]1.[Cl:1][c:2]1[n:3][cH:4][n:5][c:6](-[n:8]2[c:9]([Cl:13])[n:10][cH:11][cH:12]2)[cH:7]1>>[c:2]1([NH:17][CH:14]2[CH2:15][CH2:16]2)[n:3][cH:4][n:5][c:6](-[n:8]2[c:9]([Cl:13])[n:10][cH:11][cH:12]2)[cH:7]1. Starting materials: O (Water), C(C)(C)(C)OC(C(C)(C)SC=1SC=C(N1)CCNC1=NC=C(C=N1)CC)=O (2-[(4-{2-[(5-ethylpyrimidin-2-yl)amino]ethyl}-1,3-thiazol-2-yl)thio]-2-methylpropionic acid tert-butyl ester), BrC1=CC(=CC=C1)CBr (1-bromo-3-(bromomethyl)benzene), CC(C)([O-])C.[K+] (potassium tert-butoxide). Run in CN(C=O)C (N,N-dimethylformamide). Run at time 1 hour. The product is C(C)(C)(C)OC(C(C)(C)SC=1SC=C(N1)CCN(C1=NC=C(C=N1)CC)CC1=CC(=CC=C1)Br)=O (2-[(4-{2-[(3-bromobenzyl)(5-ethylpyrimidin-2-yl)amino]ethyl}-1,3-thiazol-2-yl)thio]-2-methylpropionic acid tert-butyl ester). Isolated yield 81.0%. RXN SMILES: [C:1]([O:5][C:6](=[O:27])[C:7]([S:10][C:11]1[S:12][CH:13]=[C:14]([CH2:16][CH2:17][NH:18][C:19]2[N:24]=[CH:23][C:22]([CH2:25][CH3:26])=[CH:21][N:20]=2)[N:15]=1)([CH3:9])[CH3:8])([CH3:4])([CH3:3])[CH3:2].[Br:28][C:29]1[CH:34]=[CH:33][CH:32]=[C:31]([CH2:35]Br)[CH:30]=1.CC(C)([O-])C.[K+].O>CN(C)C=O>[C:1]([O:5][C:6](=[O:27])[C:7]([S:10][C:11]1[S:12][CH:13]=[C:14]([CH2:16][CH2:17][N:18]([CH2:35][C:31]2[CH:32]=[CH:33][CH:34]=[C:29]([Br:28])[CH:30]=2)[C:19]2[N:20]=[CH:21][C:22]([CH2:25][CH3:26])=[CH:23][N:24]=2)[N:15]=1)([CH3:9])[CH3:8])([CH3:2])([CH3:3])[CH3:4] |f:2.3|. Procedure details: 2-[(4-{2-[(5-Ethylpyrimidin-2-yl)amino]ethyl}-1,3-thiazol-2-yl)thio]-2-methylpropionic acid tert-butyl ester (5.5 g) synthesized in Example 265-1 and 1-bromo-3-(bromomethyl)benzene (4.04 g) were dissolved in N,N-dimethylformamide (55 mL), potassium tert-butoxide (1.82 g) was added thereto, and the mixture was stirred at room temperature for 1 hr. Water was added to the reaction mixture, and the mixture was extracted with ethyl acetate. The organic layer was washed with saturated brine and dried ...